This data is from the Open Reaction Database (ORD), a public repository of structured organic reaction records. The task is: describe an organic reaction: reactants, conditions, products, and yield Reactants: [H-].[Na+] (sodium hydride), ClC1=CC(=C(C=C1CBr)C=1C(N(C(=CC1)C(F)(F)F)C)=O)F (3-(4-chloro-2-fluoro-5-bromomethylphenyl)-1-methyl-6-trifluoromethyl-2(1H)-pyridone), O (water), C(C#C)O (propargyl alcohol). Solvent: CN(C)C=O (DMF), CN(C)C=O (DMF). Run at time 30 minute. Yields the product ClC1=CC(=C(C=C1COCC#C)C=1C(N(C(=CC1)C(F)(F)F)C)=O)F (3-(4-chloro-2-fluoro-5-propargyloxymethylphenyl)-1-methyl-6-trifluoromethyl-2(1H)-pyridone). Isolated yield 91.0%. Reaction SMILES: [H-].[Na+].[CH2:3]([OH:6])[C:4]#[CH:5].[Cl:7][C:8]1[C:13]([CH2:14]Br)=[CH:12][C:11]([C:16]2[C:17](=[O:27])[N:18]([CH3:26])[C:19]([C:22]([F:25])([F:24])[F:23])=[CH:20][CH:21]=2)=[C:10]([F:28])[CH:9]=1.O>CN(C=O)C>[Cl:7][C:8]1[C:13]([CH2:14][O:6][CH2:3][C:4]#[CH:5])=[CH:12][C:11]([C:16]2[C:17](=[O:27])[N:18]([CH3:26])[C:19]([C:22]([F:25])([F:24])[F:23])=[CH:20][CH:21]=2)=[C:10]([F:28])[CH:9]=1 |f:0.1|. Reported procedure: 0.04 g (1.10 mmol) of sodium hydride was suspended in 5 ml of DMF, and 0.06 g (1.10 mmol) of propargyl alcohol was dropwise added thereto at room temperature, followed by stirring for 30 minutes. Then, 0.40 g (1.00 mmol) of 3-(4-chloro-2-fluoro-5-bromomethylphenyl)-1-methyl-6-trifluoromethyl-2(1H)-pyridone was dissolved in 5 ml of DMF, and dropwise added thereto, followed by stirring for 2 hours. The reaction mixture was poured into water and extracted with ethyl ether. The extract was dried ove... Reactants: stainless steel, C(CCCCCCCCC(C)C)Cl (isododecyl chloride), CNC (dimethylamine), [OH-].[Na+] (sodium hydroxide). Yields the product C(CCCCCCCCC(C)C)N(C)C (isododecyldimethylamine). The yield is 98.1%. Reaction SMILES: [CH2:1](Cl)[CH2:2][CH2:3][CH2:4][CH2:5][CH2:6][CH2:7][CH2:8][CH2:9][CH:10]([CH3:12])[CH3:11].[CH3:14][NH:15][CH3:16].[OH-].[Na+]>>[CH2:1]([N:15]([CH3:16])[CH3:14])[CH2:2][CH2:3][CH2:4][CH2:5][CH2:6][CH2:7][CH2:8][CH2:9][CH:10]([CH3:12])[CH3:11] |f:2.3|. Procedure details: In a 1-gallon stainless steel autoclave was charged 4.5 moles of isododecyl chloride, 13.5 moles of dimethylamine (as 40% aqueous solution), and 4.5 moles of sodium hydroxide (as 50% aqueous solution). The mixture was heated at 175°-190° C. for 6 hours. The mixture was cooled. The top organic layer was collected and the residual dimethylamine evaporated. The isododecyldimethylamine was obtained in 98.1% yield.